Dataset: the Open Reaction Database (ORD), a public repository of structured organic reaction records. Task: describe an organic reaction: reactants, conditions, products, and yield Starting materials: NC1=NC2=C(C=3C=C(C=NC13)CCC1=C(C=C(C(=O)Cl)C=C1)C)C=CC(=C2)C (4-(2-(5-amino-8-methylbenzo[f][1,7]naphthyridin-2-yl)ethyl)-3-methylbenzoyl chloride), C(C)N(CCN)CC (N1,N1-diethylethane-1,2-diamine). Product: NC1=NC2=C(C=3C=C(C=NC13)CCC1=C(C=C(C(=O)NCCN(CC)CC)C=C1)C)C=CC(=C2)C (4-(2-(5-Amino-8-methylbenzo[f][1,7]naphthyridin-2-yl)ethyl)-N-(2-(diethylamino)ethyl)-3-methylbenzamide). RXN SMILES: [NH2:1][C:2]1[C:11]2[N:10]=[CH:9][C:8]([CH2:12][CH2:13][C:14]3[CH:22]=[CH:21][C:17]([C:18](Cl)=[O:19])=[CH:16][C:15]=3[CH3:23])=[CH:7][C:6]=2[C:5]2[CH:24]=[CH:25][C:26]([CH3:28])=[CH:27][C:4]=2[N:3]=1.[CH2:29]([N:31]([CH2:35][CH3:36])[CH2:32][CH2:33][NH2:34])[CH3:30]>>[NH2:1][C:2]1[C:11]2[N:10]=[CH:9][C:8]([CH2:12][CH2:13][C:14]3[CH:22]=[CH:21][C:17]([C:18]([NH:34][CH2:33][CH2:32][N:31]([CH2:35][CH3:36])[CH2:29][CH3:30])=[O:19])=[CH:16][C:15]=3[CH3:23])=[CH:7][C:6]=2[C:5]2[CH:24]=[CH:25][C:26]([CH3:28])=[CH:27][C:4]=2[N:3]=1. Procedure details: 4-(2-(5-Amino-8-methylbenzo[f][1,7]naphthyridin-2-yl)ethyl)-N-(2-(diethylamino)ethyl)-3-methylbenzamide was prepared from 4-(2-(5-amino-8-methylbenzo[f][1,7]naphthyridin-2-yl)ethyl)-3-methylbenzoyl chloride (Example 116/Step 2) and N1,N1-diethylethane-1,2-diamine following the procedures described for Example 117. 1H NMR (methanol-d4): δ 8.55 (s, 1H), 8.48 (s, 1H), 8.10 (d, 1H), 7.56 (s, 1H), 7.47-7.50 (m, 1H), 7.33 (s, 1H), 7.10-7.14 (m, 2H), 3.44 (t, 2H), 3.25 (t, 2H), 3.08-3.14 (m, 4H), 2.62-... The reactants are CCOC(C)=O, CC(C)N1C(=O)C(Cl)=C(c2ccccc2)S1(=O)=O, N#Cc1cccc(CCN)c1, CN(C)C=O. Product: CC(C)N1C(=O)C(NCCc2cccc(C#N)c2)=C(c2ccccc2)S1(=O)=O. Reaction SMILES: [CH3:35][CH2:36][O:37][C:38]([CH3:39])=[O:40].[Cl:1][C:2]1=[C:6]([c:7]2[cH:8][cH:9][cH:10][cH:11][cH:12]2)[S:5](=[O:13])(=[O:14])[N:4]([CH:15]([CH3:16])[CH3:17])[C:3]1=[O:18].[NH2:19][CH2:20][CH2:21][c:22]1[cH:23][c:24]([C:25]#[N:26])[cH:27][cH:28][cH:29]1.[O:30]=[CH:31][N:32]([CH3:33])[CH3:34]>>[C:2]1([NH:19][CH2:20][CH2:21][c:22]2[cH:23][c:24]([C:25]#[N:26])[cH:27][cH:28][cH:29]2)=[C:6]([c:7]2[cH:8][cH:9][cH:10][cH:11][cH:12]2)[S:5](=[O:13])(=[O:14])[N:4]([CH:15]([CH3:16])[CH3:17])[C:3]1=[O:18]. Reactants: [BH4-], COC(=O)c1ccc(CCC(C)=O)cc1, CO, [Na+], NCC(O)c1cccc(C(F)(F)F)c1, c1ccccc1. Yields the product COC(=O)c1ccc(CCC(C)NCC(O)c2cccc(C(F)(F)F)c2)cc1. RXN SMILES: [BH4-:32].[C:1](=[O:2])([O:3][CH3:4])[c:5]1[cH:6][cH:7][c:8]([CH2:11][CH2:12][C:13]([CH3:14])=[O:15])[cH:9][cH:10]1.[CH3:30][OH:31].[Na+:33].[OH:16][CH:17]([CH2:18][NH2:19])[c:20]1[cH:21][c:22]([C:26]([F:27])([F:28])[F:29])[cH:23][cH:24][cH:25]1.[cH:34]1[cH:35][cH:36][cH:37][cH:38][cH:39]1>>[C:1](=[O:2])([O:3][CH3:4])[c:5]1[cH:6][cH:7][c:8]([CH2:11][CH2:12][CH:13]([CH3:14])[NH:19][CH2:18][CH:17]([OH:16])[c:20]2[cH:21][c:22]([C:26]([F:27])([F:28])[F:29])[cH:23][cH:24][cH:25]2)[cH:9][cH:10]1. The reactants are C(CCCCCCC)N (octylamine), COC(COC1=CC=C(C=C1)CN)=O (methyl[4-(aminomethyl)phenoxy]acetate), acetate salt, ClCC=1N=C(SC1)C1=CC=C(C(=O)Cl)C=C1 (4-[4 (chloromethyl)-1,3-thiazol-2-yl]benzoyl chloride), C1(=CC=CC=C1)CCC(=O)Cl (3-phenylpropanoyl chloride). Reported procedure: The title compound was prepared following the procedure A using octylamine, 4-[4 (chloromethyl)-1,3-thiazol-2-yl]benzoyl chloride, 3-phenylpropanoyl chloride and methyl[4-(aminomethyl)phenoxy]acetate, acetate salt. M+(ESI): 642.2 Yields the product C(CCCCCCC)NC(=O)C1=CC=C(C=C1)C=1SC=C(N1)CN(C(CCC1=CC=CC=C1)=O)CC1=CC=C(OCC(=O)O)C=C1 ((4-{[[(2-{4-[(octylamino)carbonyl]phenyl}-1,3-thiazol-4-yl)methyl](3-phenylpropanoyl)amino]methyl}phenoxy)acetic acid). RXN SMILES: [CH2:1]([NH2:9])[CH2:2][CH2:3][CH2:4][CH2:5][CH2:6][CH2:7][CH3:8].Cl[CH2:11][C:12]1[N:13]=[C:14]([C:17]2[CH:25]=[CH:24][C:20]([C:21](Cl)=[O:22])=[CH:19][CH:18]=2)[S:15][CH:16]=1.[C:26]1([CH2:32][CH2:33][C:34](Cl)=[O:35])[CH:31]=[CH:30][CH:29]=[CH:28][CH:27]=1.C[O:38][C:39](=[O:50])[CH2:40][O:41][C:42]1[CH:47]=[CH:46][C:45]([CH2:48][NH2:49])=[CH:44][CH:43]=1>>[CH2:1]([NH:9][C:21]([C:20]1[CH:24]=[CH:25][C:17]([C:14]2[S:15][CH:16]=[C:12]([CH2:11][N:49]([CH2:48][C:45]3[CH:46]=[CH:47][C:42]([O:41][CH2:40][C:39]([OH:50])=[O:38])=[CH:43][CH:44]=3)[C:34](=[O:35])[CH2:33][CH2:32][C:26]3[CH:31]=[CH:30][CH:29]=[CH:28][CH:27]=3)[N:13]=2)=[CH:18][CH:19]=1)=[O:22])[CH2:2][CH2:3][CH2:4][CH2:5][CH2:6][CH2:7][CH3:8]. The reactants are C(C=C)C1=CC(=C(C#N)C(=C1)F)F (4-allyl-2,6-difluorobenzonitrile), C[N+]1(CCOCC1)[O-] (NMO), CO (methanol). The reagents and catalysts are O=[Os](=O)(=O)=O (OsO4). The solvent is O (water). Run at time 8 hour. Product: OC(CC1=CC(=C(C#N)C(=C1)F)F)CO (4-(2,3-dihydroxypropyl)-2,6-difluorobenzonitrile). Reaction SMILES: [CH2:1]([C:4]1[CH:11]=[C:10]([F:12])[C:7]([C:8]#[N:9])=[C:6]([F:13])[CH:5]=1)C=C.C[N+]1([O-])CC[O:18][CH2:17]C1.[CH3:22][OH:23]>O.O=[Os](=O)(=O)=O>[OH:23][CH:22]([CH2:17][OH:18])[CH2:1][C:4]1[CH:11]=[C:10]([F:12])[C:7]([C:8]#[N:9])=[C:6]([F:13])[CH:5]=1. Procedure details: To a solution of 4-allyl-2,6-difluorobenzonitrile (1.7 g, 9.2 mmol) in 30 mL of methanol and 10 mL of water was added OsO4 (210 mg) and NMO (3.11 g, 23 mmol), and the mixture was stirred at ambient temperature overnight. Remove the methanol under reduced pressure, the residue was dissolved in EtOAc, washed with brine, dried over anhydrous sodium sulfate and concentrated. The residue was purified by fast column chromatograph to give 4-(2,3-dihydroxypropyl)-2,6-difluorobenzonitrile. MS m/z: 214 (M...